Dataset: the Open Reaction Database (ORD), a public repository of structured organic reaction records. Task: describe an organic reaction: reactants, conditions, products, and yield Reactants: CCC(=O)Cl, C1CCOC1, CCN(C(C)C)C(C)C, O=C(O)C(F)(F)F, NC1CC(n2cnc3c(NCC(c4ccccc4)c4ccccc4)nc(Cl)nc32)C(O)C1O. The product is CCC(=O)NC1CC(n2cnc3c(NCC(c4ccccc4)c4ccccc4)nc(Cl)nc32)C(O)C1O. As a reaction SMILES: [C:50]([CH2:51][CH3:52])(=[O:53])[Cl:54].[CH2:55]1[O:56][CH2:57][CH2:58][CH2:59]1.[CH:41]([N:42]([CH:43]([CH3:44])[CH3:45])[CH2:46][CH3:47])([CH3:48])[CH3:49].[F:1][C:2]([F:3])([F:4])[C:5]([OH:6])=[O:7].[NH2:8][CH:9]1[CH:10]([OH:40])[CH:11]([OH:39])[CH:12]([n:14]2[c:15]3[n:16][c:17]([Cl:38])[n:18][c:19]([NH:23][CH2:24][CH:25]([c:26]4[cH:27][cH:28][cH:29][cH:30][cH:31]4)[c:32]4[cH:33][cH:34][cH:35][cH:36][cH:37]4)[c:20]3[n:21][cH:22]2)[CH2:13]1>>[NH:8]([CH:9]1[CH:10]([OH:40])[CH:11]([OH:39])[CH:12]([n:14]2[c:15]3[n:16][c:17]([Cl:38])[n:18][c:19]([NH:23][CH2:24][CH:25]([c:26]4[cH:27][cH:28][cH:29][cH:30][cH:31]4)[c:32]4[cH:33][cH:34][cH:35][cH:36][cH:37]4)[c:20]3[n:21][cH:22]2)[CH2:13]1)[C:50]([CH2:51][CH3:52])=[O:53]. The reactants are BrC=1C=CC2=C(C(CO2)=O)C1 (5-bromo-3-(2H)-benzofuranone), O (Water), CN(C(CP(OC)(OC)=O)=O)C (Dimethyl [2-(dimethylamino)-2-oxoethyl]phosphonate), [H-].[Na+] (sodium hydride). Solvent: C1CCOC1 (THF), C1CCOC1 (THF). Reaction conditions: time 3 hour. Yields the product BrC1=CC2=C(OC(=C2)CC(=O)N(C)C)C=C1 (5-Bromo-N,N-dimethyl-3benzofuranacetamide). RXN SMILES: [CH3:1][N:2]([CH3:12])[C:3](=[O:11])[CH2:4]P(=O)(OC)OC.[H-].[Na+].[Br:15][C:16]1[CH:17]=[CH:18][C:19]2[O:23][CH2:22][C:21](=O)[C:20]=2[CH:25]=1.O>C1COCC1>[Br:15][C:16]1[CH:17]=[CH:18][C:19]2[O:23][C:22]([CH2:4][C:3]([N:2]([CH3:1])[CH3:12])=[O:11])=[CH:21][C:20]=2[CH:25]=1 |f:1.2|. Procedure details: Dimethyl [2-(dimethylamino)-2-oxoethyl]phosphonate (5 g) was added to a stirred suspension of sodium hydride (1.02 g of a 60% dispersion in oil) in dry THF (100 ml) at 0° under nitrogen. After stirring for 15 minutes 5-bromo-3-(2H)-benzofuranone (5.0 g) in THF (20 ml) was added dropwise and stirred at room temperature for 3 h. Water (50 ml) was added and the mixture extracted with ethyl acetate (3×50 ml), dried and the solvent removed in vacuo. The crude material was purified by flash chromatogr... The reactants are ClC(C(C=CCl)=O)Cl (1,1,4-trichloro-3-buten-2-one), CN(N)C (1,1-dimethylhydrazine). Solvent: C(C)(C)(C)OC (methyl tert-butyl ether). Conditions: temperature 34 celsius, time 2 hour. Product: ClC(C1=NN(C=C1)C)Cl (3-dichloromethyl-N-methylpyrazole). Isolated yield 23.3%. Reaction SMILES: [Cl:1][CH:2]([Cl:8])[C:3](=O)[CH:4]=[CH:5]Cl.[CH3:9][N:10](C)[NH2:11]>C(OC)(C)(C)C>[Cl:1][CH:2]([Cl:8])[C:3]1[CH:4]=[CH:5][N:10]([CH3:9])[N:11]=1. Reported procedure: At 20° C., 1,1,4-trichloro-3-buten-2-one (15 g, 0.078 mol) was added dropwise over a period of 37 min to a solution of 1,1-dimethylhydrazine (9.5 g, 0.156 mol) in methyl tert-butyl ether (MTBE, 500 ml), with warming to 34° C. After 2 h, a sticky brown suspension had formed, which was filtered through kieselguhr. The filtrate was concentrated under reduced pressure. The residue (7.6 g of a viscous oil) was subjected to fractional distillation under reduced pressure. As the main fraction, 3 g of 3... Starting materials: I.ClC=1C=C(C=CC1Cl)CC(=N)SC (methyl 2-(3,4-dichlorophenyl)ethanimidothioate hydroiodide), O=C1NC2=CC=C(C=C2CC1)OCC(=O)NN (2-((2-oxo-1,2,3,4-tetrahydroquinolin-6-yl)oxy)acetohydrazide), TEA, O (Water). Run in CS(=O)C (DMSO). Run at temperature 115 celsius. Yields the product ClC=1C=C(CC=2NC(=NN2)COC=2C=C3CCC(NC3=CC2)=O)C=CC1Cl (6-((5-(3,4-dichlorobenzyl)-4H-1,2,4-triazol-3-yl)methoxy)-3,4-dihydroquinolin-2(1H)-one). RXN SMILES: I.[Cl:2][C:3]1[CH:4]=[C:5]([CH2:10][C:11](SC)=[NH:12])[CH:6]=[CH:7][C:8]=1[Cl:9].[O:15]=[C:16]1[CH2:25][CH2:24][C:23]2[C:18](=[CH:19][CH:20]=[C:21]([O:26][CH2:27][C:28]([NH:30][NH2:31])=O)[CH:22]=2)[NH:17]1.O>CS(C)=O>[Cl:2][C:3]1[CH:4]=[C:5]([CH:6]=[CH:7][C:8]=1[Cl:9])[CH2:10][C:11]1[NH:12][C:28]([CH2:27][O:26][C:21]2[CH:22]=[C:23]3[C:18](=[CH:19][CH:20]=2)[NH:17][C:16](=[O:15])[CH2:25][CH2:24]3)=[N:30][N:31]=1 |f:0.1|. Procedure: To the stirred solution of methyl 2-(3,4-dichlorophenyl)ethanimidothioate hydroiodide (0.184 g, 0.51 mmol) in dry DMSO (1 mL) were added 2-((2-oxo-1,2,3,4-tetrahydroquinolin-6-yl)oxy)acetohydrazide (0.120 g, 0.51 mmol) and TEA (0.103 g, 1.02 mmol) and heated at 115° C. in a seal tube overnight. Water was added to the reaction mixture. The solid precipate was filtered, dried and purified by preparative HPLC on a Kromasil C4 column (250×20 mm) using a gradient of ACN in 0.1% TFA (0-100%) to give 6... The reactants are O=C([O-])[O-], Clc1ccc2nnc(Cc3ccc4ncccc4c3)n2n1, CC1(C)OB(c2ccc(CO)c(Cl)c2)OC1(C)C, [Cs+], [Cs+], C1COCCO1, O. The product is OCc1ccc(-c2ccc3nnc(Cc4ccc5ncccc5c4)n3n2)cc1Cl. Reaction SMILES: [C:40](=[O:41])([O-:42])[O-:43].[Cl:1][c:2]1[cH:3][cH:4][c:5]2[n:6]([n:7]1)[c:8]([CH2:11][c:12]1[cH:13][c:14]3[cH:15][cH:16][cH:17][n:18][c:19]3[cH:20][cH:21]1)[n:9][n:10]2.[Cl:22][c:23]1[c:24]([CH2:38][OH:39])[cH:25][cH:26][c:27]([B:29]2[O:30][C:31]([CH3:32])([CH3:33])[C:34]([CH3:35])([CH3:36])[O:37]2)[cH:28]1.[Cs+:44].[Cs+:45].[O:46]1[CH2:47][CH2:48][O:49][CH2:50][CH2:51]1.[OH2:52]>>[c:2]1(-[c:27]2[cH:26][cH:25][c:24]([CH2:38][OH:39])[c:23]([Cl:22])[cH:28]2)[cH:3][cH:4][c:5]2[n:6]([n:7]1)[c:8]([CH2:11][c:12]1[cH:13][c:14]3[cH:15][cH:16][cH:17][n:18][c:19]3[cH:20][cH:21]1)[n:9][n:10]2. Reactants: solid, Cl.Cl.O1C=CC(=C2C1=CC=C2)C2N(CCCC2)CC[C@@H]2CC[C@H](CC2)N (trans-4-[2-(4-benzofuran-4-yl-piperidin-1-yl)-ethyl]-cyclohexyl-amine dihydrochloride), Cl.Cl.O1C=CC(=C2C1=CC=C2)C2N(CCCC2)CC[C@@H]2CC[C@H](CC2)N (trans-4-[2-(4-benzofuran-4-yl-piperidin-1-yl)-ethyl]-cyclohexyl-amine dihydrochloride), C(CC)(=O)O (propionic acid). Product: O1C=CC(=C2C1=CC=C2)C2N(CCCC2)CC[C@@H]2CC[C@H](CC2)NC(CC)=O (trans-N-{4-[2-(4-Benzofuran-4-yl-piperidin-1-yl)-ethyl]-cyclohexyl}-propionamide). RXN SMILES: Cl.Cl.[O:3]1[C:8]2=[CH:9][CH:10]=[CH:11][C:7]2=[C:6]([CH:12]2[CH2:17][CH2:16][CH2:15][CH2:14][N:13]2[CH2:18][CH2:19][C@H:20]2[CH2:25][CH2:24][C@H:23]([NH2:26])[CH2:22][CH2:21]2)[CH:5]=[CH:4]1.[C:27](O)(=[O:30])[CH2:28][CH3:29]>>[O:3]1[C:8]2=[CH:9][CH:10]=[CH:11][C:7]2=[C:6]([CH:12]2[CH2:17][CH2:16][CH2:15][CH2:14][N:13]2[CH2:18][CH2:19][C@H:20]2[CH2:21][CH2:22][C@H:23]([NH:26][C:27](=[O:30])[CH2:28][CH3:29])[CH2:24][CH2:25]2)[CH:5]=[CH:4]1 |f:0.1.2|. Procedure details: The title compound, off-white solid (84 mg, 76%), MS (ISP) m/z=383.4 [(M+H)+], mp 170° C., was prepared in accordance with the general method of example 1 from trans-4-[2-(4-benzofuran-4-yl-piperidin-1-yl)-ethyl]-cyclohexyl-amine dihydrochloride (intermediate A) (115 mg, 0.29 mmol) and propionic acid. Starting materials: CCCCP(CCCC)CCCC, C1CCOC1, CCOCC, Cl, O=C(CNCCO)Nc1ccccn1. Yields the product O=C1CNCCN1c1ccccn1. Reaction SMILES: [CH2:15]([P:16]([CH2:17][CH2:18][CH2:19][CH3:20])[CH2:21][CH2:22][CH2:23][CH3:24])[CH2:25][CH2:26][CH3:27].[CH2:29]1[O:30][CH2:31][CH2:32][CH2:33]1.[CH2:34]([O:35][CH2:36][CH3:37])[CH3:38].[ClH:28].[OH:1][CH2:2][CH2:3][NH:4][CH2:5][C:6](=[O:7])[NH:8][c:9]1[n:10][cH:11][cH:12][cH:13][cH:14]1>>[CH2:2]1[CH2:3][NH:4][CH2:5][C:6](=[O:7])[N:8]1[c:9]1[n:10][cH:11][cH:12][cH:13][cH:14]1.